describe an organic reaction: reactants, conditions, products, and yield From a dataset of the Open Reaction Database (ORD), a public repository of structured organic reaction records. Yields the product O=CNc1ccc(SCc2nc(NC=O)sc2Cl)cc1. The reactants are CC(=O)O, O=CNc1ccc(SCc2csc(NC=O)n2)cc1, O=C1CCC(=O)N1Cl. RXN SMILES: [CH3:28][C:29](=[O:30])[OH:31].[CH:1](=[O:2])[NH:3][c:4]1[s:5][cH:6][c:7]([CH2:9][S:10][c:11]2[cH:12][cH:13][c:14]([NH:17][CH:18]=[O:19])[cH:15][cH:16]2)[n:8]1.[Cl:20][N:21]1[C:22](=[O:23])[CH2:24][CH2:25][C:26]1=[O:27]>>[CH:1](=[O:2])[NH:3][c:4]1[s:5][c:6]([Cl:20])[c:7]([CH2:9][S:10][c:11]2[cH:12][cH:13][c:14]([NH:17][CH:18]=[O:19])[cH:15][cH:16]2)[n:8]1. RXN SMILES: [NH2:1][C:2]1[C:7]([S:8]([CH2:10][C@@H:11]([CH3:14])[CH2:12][OH:13])=[O:9])=[CH:6][C:5](Br)=[CH:4][N:3]=1.[CH3:16][O:17][C:18]1[CH:27]=[C:26]2[C:21]([C:22]([N:28]3[CH2:34][C:33]4[CH:35]=[C:36](B(O)O)[CH:37]=[CH:38][C:32]=4[O:31][CH2:30][CH2:29]3)=[N:23][CH:24]=[N:25]2)=[CH:20][CH:19]=1>>[NH2:1][C:2]1[C:7]([S:8]([CH2:10][C@@H:11]([CH3:14])[CH2:12][OH:13])=[O:9])=[CH:6][C:5]([C:36]2[CH:37]=[CH:38][C:32]3[O:31][CH2:30][CH2:29][N:28]([C:22]4[C:21]5[C:26](=[CH:27][C:18]([O:17][CH3:16])=[CH:19][CH:20]=5)[N:25]=[CH:24][N:23]=4)[CH2:34][C:33]=3[CH:35]=2)=[CH:4][N:3]=1. Reactants: NC1=NC=C(C=C1S(=O)C[C@H](CO)C)Br ((2S)-3-[(2-amino-5-bromopyridin-3-yl)sulfinyl]-2-methylpropan-1-ol), COC1=CC=C2C(=NC=NC2=C1)N1CCOC2=C(C1)C=C(C=C2)B(O)O ({4-[7-(methyloxy)quinazolin-4-yl]-2,3,4,5-tetrahydro-1,4-benzoxazepin-7-yl}boronic acid). The product is NC1=NC=C(C=C1S(=O)C[C@H](CO)C)C=1C=CC2=C(CN(CCO2)C2=NC=NC3=CC(=CC=C23)OC)C1 ((2S)-3-[(2-amino-5-{4-[7-(methyloxy)quinazolin-4-yl]-2,3,4,5-tetrahydro-1,4-benzoxazepin-7-yl}pyridin-3-yl)sulfinyl]-2-methylpropan-1-ol). Reported procedure: Prepared according to the method of example 5 by using (2S)-3-[(2-amino-5-bromopyridin-3-yl)sulfinyl]-2-methylpropan-1-ol (reagent preparation 41) and {4-[7-(methyloxy)quinazolin-4-yl]-2,3,4,5-tetrahydro-1,4-benzoxazepin-7-yl}boronic acid (reagent preparation 23) in step 1. 1H NMR (400 MHz, Methanol-d4): 8.42 (s, 1H), 8.36 (br, 1H), 8.02 (br, 1H), 7.93 (d, 1H), 7.52 (br, 1H), 7.40 (d, 1H), 7.08 (m, 2H), 7.01 (d, 1H), 5.03 (s, 2H), 4.43 (m, 2H), 4.22 (m, 2H), 3.90 (s, 3H), 3.64 (dd, 0.5H), 3.57 t... Starting materials: BrCC(=O)OCC (ethyl bromoacetate), C(=O)([O-])[O-].[K+].[K+] (K2CO3), COC(=O)C1=C(C2=C(S1)C=C(C=C2)C(=O)OCC=C)SCC(=O)OC (3-methoxycarbonylmethylsulfanyl-benzo[b]thiophene-2,6-dicarboxylic acid 6-allyl ester 2-methyl ester), C1CCC2=NCCCN2CC1 (DBU), resultant mixture, [NH4+].[Cl-] (NH4Cl). The solvent is CN(C)C=O (DMF), O (water). Run at time 2 hour. Product: C(=O)(O)COC1=C(SC2=C1SC=1C=C(C=CC21)NC2CCCCC2)C(=O)O (1-Carboxymethoxy-6-cyclohexylamino-3,8-dithia-cyclopenta[a]indene-2-carboxylic acid), COC(=O)C1=C(C2=C(C=3C=CC(=CC3S2)C(=O)OCC=C)S1)OCC(=O)OCC (1-ethoxycarbonylmethoxy-3,8-dithia-cyclopenta[a]indene-2,6-dicarboxylic acid 6-allyl ester 2-methyl ester). Isolated yield 97.0%. Reaction SMILES: [CH3:1][O:2][C:3]([C:5]1[S:9][C:8]2[CH:10]=[C:11]([C:14]([O:16][CH2:17][CH:18]=[CH2:19])=[O:15])[CH:12]=[CH:13][C:7]=2[C:6]=1[S:20][CH2:21][C:22]([O:24][CH3:25])=[O:23])=[O:4].[CH2:26]1[CH2:36][CH2:35][N:34]2[C:29](=NCCC2)[CH2:28][CH2:27]1.Br[CH2:38][C:39]([O:41][CH2:42][CH3:43])=[O:40].C([O-])([O-])=O.[K+].[K+].[NH4+].[Cl-]>CN(C=O)C.O>[C:39]([CH2:1][O:2][C:3]1[C:5]2[S:9][C:8]3[CH:10]=[C:11]([NH:34][CH:29]4[CH2:28][CH2:27][CH2:26][CH2:36][CH2:35]4)[CH:12]=[CH:13][C:7]=3[C:6]=2[S:20][C:21]=1[C:22]([OH:24])=[O:23])([OH:41])=[O:40].[CH3:25][O:24][C:22]([C:21]1[S:20][C:6]2[C:7]3[CH:13]=[CH:12][C:11]([C:14]([O:16][CH2:17][CH:18]=[CH2:19])=[O:15])=[CH:10][C:8]=3[S:9][C:5]=2[C:3]=1[O:4][CH2:38][C:39]([O:41][CH2:42][CH3:43])=[O:40])=[O:23] |f:3.4.5,6.7|. Procedure details: To a solution of 3-methoxycarbonylmethylsulfanyl-benzo[b]thiophene-2,6-dicarboxylic acid 6-allyl ester 2-methyl ester (1.05 g, 2.76 mmol) in DMF was added DBU (0.83 mL, 5.53 mmoL) at room temperature. The resultant mixture was stirred for 24 hours. To this was added ethyl bromoacetate (0.92 mL, 8.28 mmoL) and K2CO3 (1.14 g, 8.26 mmoL). The reaction mixture was stirred for additional 2 hours, then aq. NH4Cl (200 mL and water (300 mL) was added. The white precipate was collected by filtration and ... Starting materials: N-Aryl-benzenesulfonamides, NC1=C(C=CC(=C1)Cl)C(=O)C1=CC=NC=C1 ((2-amino-4-chloro-phenyl)-pyridin-4-yl-methanone), C(C)(C)(C)C1=CC=C(C=C1)S(=O)(=O)Cl (4-tert-butyl-benzenesulfonyl chloride). Reported procedure: The title compound was prepared according to the general procedure for the synthesis of N-Aryl-benzenesulfonamides previously described using 116 mg of (2-amino-4-chloro-phenyl)-pyridin-4-yl-methanone and 116 mg of 4-tert-butyl-benzenesulfonyl chloride. 1H-NMR (400 MHz, CDCl3): δ 1.30 (s, 9H), 7.04 (d, 1H, J=8.4 Hz), 7.25 (d, 1H, J=8.4 Hz), 7.45-7.52 (m, 4H), 7.74 (dd, 2H, J=8.8 Hz, 1.6 Hz), 7.52 (dd, 2H, J=4.4 Hz, 1.6 Hz), 7.78 (m, 2H), 7.84 (d, 1.6 Hz), 8.84 (d, 2H, J=5.6 Hz), 10.61 (s, 1H). M... Yields the product C(C)(C)(C)C1=CC=C(C=C1)S(=O)(=O)NC1=C(C=CC(=C1)Cl)C(=O)C1=CC=NC=C1 (4-tert-Butyl-N-[5-chloro-2-(pyridine-4-carbonyl)-phenyl]-benzenesulfonamide). RXN SMILES: [NH2:1][C:2]1[CH:7]=[C:6]([Cl:8])[CH:5]=[CH:4][C:3]=1[C:9]([C:11]1[CH:16]=[CH:15][N:14]=[CH:13][CH:12]=1)=[O:10].[C:17]([C:21]1[CH:26]=[CH:25][C:24]([S:27](Cl)(=[O:29])=[O:28])=[CH:23][CH:22]=1)([CH3:20])([CH3:19])[CH3:18]>>[C:17]([C:21]1[CH:26]=[CH:25][C:24]([S:27]([NH:1][C:2]2[CH:7]=[C:6]([Cl:8])[CH:5]=[CH:4][C:3]=2[C:9]([C:11]2[CH:16]=[CH:15][N:14]=[CH:13][CH:12]=2)=[O:10])(=[O:29])=[O:28])=[CH:23][CH:22]=1)([CH3:20])([CH3:18])[CH3:19]. The product is CCCCn1c(I)nc(-c2ccccc2)c1CO. As a reaction SMILES: [CH2:1]([CH2:2][CH2:3][CH3:4])[n:5]1[c:6]([I:16])[n:7][c:8](-[c:10]2[cH:11][cH:12][cH:13][cH:14][cH:15]2)[cH:9]1.[CH2:21]=[O:22].[CH3:17][C:18]([OH:19])=[O:20].[CH3:24][C:25](=[O:26])[O-:27].[Na+:23].[OH2:28]>>[CH2:1]([CH2:2][CH2:3][CH3:4])[n:5]1[c:6]([I:16])[n:7][c:8](-[c:10]2[cH:11][cH:12][cH:13][cH:14][cH:15]2)[c:9]1[CH2:18][OH:19]. Starting materials: CCCCn1cc(-c2ccccc2)nc1I, C=O, CC(=O)O, CC(=O)[O-], [Na+], O. Starting materials: CS(=O)(=O)O (methanesulfonic acid), N (ammonia), CC(=O)OCC1=C(N2[C@@H]([C@@H](C2=O)N)SC1)C(=O)O (7β-aminocephalosporanic acid), C(=O)NN1N=NN=C1S (1-formamido-5-mercapto-1H-tetrazole). The solvent is C(C)#N (acetonitrile), O (water). Conditions: time 4 hour. Yields the product N[C@H]1[C@@H]2N(C(=C(CS2)CSC2=NN=NN2NC=O)C(=O)O)C1=O (7β-amino-3-[(1-formamido-1H-tetrazol-5-yl)thiomethyl]-3-cephem-4-carboxylic acid). Yield: 75.6%. RXN SMILES: CC(O[CH2:5][C:6]1[CH2:15][S:14][C@@H:9]2[C@H:10]([NH2:13])[C:11](=[O:12])[N:8]2[C:7]=1[C:16]([OH:18])=[O:17])=O.[CH:19]([NH:21][N:22]1[C:26]([SH:27])=[N:25][N:24]=[N:23]1)=[O:20].CS(O)(=O)=O.N>C(#N)C.O>[NH2:13][C@@H:10]1[C:11](=[O:12])[N:8]2[C:7]([C:16]([OH:18])=[O:17])=[C:6]([CH2:5][S:27][C:26]3[N:22]([NH:21][CH:19]=[O:20])[N:23]=[N:24][N:25]=3)[CH2:15][S:14][C@H:9]12. Reported procedure: 2.45 g of 7β-aminocephalosporanic acid and 1.31 g of 1-formamido-5-mercapto-1H-tetrazole were dissolved in 13 ml of acetonitrile, and 4.32 g of methanesulfonic acid were added dropwise thereto at room temperature under stirring. The mixture was stirred at room temperature for 30 minutes and then at 50° C. for 4 hours. 15 ml of water were added to the reaction mixture, and said mixture was adjusted to pH 5 with 28% ammonia. The resultant precipitates were collected by filtration, washed with wate... Reactants: C(C)OC(C(=O)Cl)=O (chloro-oxo-acetic acid ethyl ester), ClC1=C(C=CC=C1)SC1CCCC1 (1-chloro-2-cyclopentylsulfanyl-benzene), [Cl-].[Cl-].[Cl-].[Al+3] (aluminum trichloride). The solvent is C(Cl)Cl (methylene chloride), C(Cl)Cl (methylene chloride). Conditions: temperature 0 celsius, time 30 minute. The product is C(C)OC(C(=O)C1=CC(=C(C=C1)SC1CCCC1)Cl)=O ((3-chloro-4-cyclopentylsulfanyl-phenyl)-oxo-acetic acid ethyl ester). Reaction SMILES: [Cl-].[Cl-].[Cl-].[Al+3].[CH2:5]([O:7][C:8](=[O:12])[C:9](Cl)=[O:10])[CH3:6].[Cl:13][C:14]1[CH:19]=[CH:18][CH:17]=[CH:16][C:15]=1[S:20][CH:21]1[CH2:25][CH2:24][CH2:23][CH2:22]1>C(Cl)Cl>[CH2:5]([O:7][C:8](=[O:12])[C:9]([C:18]1[CH:17]=[CH:16][C:15]([S:20][CH:21]2[CH2:25][CH2:24][CH2:23][CH2:22]2)=[C:14]([Cl:13])[CH:19]=1)=[O:10])[CH3:6] |f:0.1.2.3|. Reported procedure: In a round bottom flask is placed methylene chloride (100 mL) and aluminum trichloride (1.39 equiv) and it is cooled to 0° C. in an ice bath. To this solution is then added dropwise chloro-oxo-acetic acid ethyl ester (1.09 equiv.) keeping the temperature of the solution below 5° C. and it is then stirred for 30 min at 0° C. After this time a solution of 1-chloro-2-cyclopentylsulfanyl-benzene (50.0 mmol) in methylene chloride (5 mL) is added dropwise while keeping the temperature of the solution ...